This data is from the Open Reaction Database (ORD), a public repository of structured organic reaction records. The task is: describe an organic reaction: reactants, conditions, products, and yield Reactants: [N+](=O)([O-])C=1C=NN(C1)CC=O (2-(4-nitro-1H-pyrazol-1-yl)acetaldehyde), COC=1C=C2CCNC2=CC1OC (5,6-dimethoxyindoline). RXN SMILES: [N+:1]([C:4]1[CH:5]=[N:6][N:7]([CH2:9][CH:10]=O)[CH:8]=1)([O-:3])=[O:2].[CH3:12][O:13][C:14]1[CH:15]=[C:16]2[C:20](=[CH:21][C:22]=1[O:23][CH3:24])[NH:19][CH2:18][CH2:17]2>C(Cl)Cl>[CH3:12][O:13][C:14]1[CH:15]=[C:16]2[C:20](=[CH:21][C:22]=1[O:23][CH3:24])[N:19]([CH2:10][CH2:9][N:7]1[CH:8]=[C:4]([N+:1]([O-:3])=[O:2])[CH:5]=[N:6]1)[CH2:18][CH2:17]2. The solvent is C(Cl)Cl (DCM). Yields the product COC=1C=C2CCN(C2=CC1OC)CCN1N=CC(=C1)[N+](=O)[O-] (5,6-dimethoxy-1-(2-(4-nitro-1H-pyrazol-1-yl)ethyl)indoline). Procedure: To a solution of 2-(4-nitro-1H-pyrazol-1-yl)acetaldehyde (942 mg, 6.08 mmol) in DCM (60.0 mL), 5,6-dimethoxyindoline (from step 1) (1.09 g, 6.08 mmol) and STAB (1.55 g, 7.29 mmol) was added. After stirring at rt for 1 h, the reaction mixture was quenched with water and extracted with DCM (2×). The combined org. layers were concentrated and purification was performed by FC (EtOAc/hex 1:4 to 1:1) to yield 5,6-dimethoxy-1-(2-(4-nitro-1H-pyrazol-1-yl)ethyl)indoline as a brown solid. LC-MS conditions... Conditions: time 1 hour. Reported procedure: A stirred mixture of 2-chloroacetyl-10,11-dihydro-5H-dibenz[b,f]azepine (6.6 g, 24.3 mmol), 4-(6-fluoro-1,2-benzisoxazol-3-yl)piperidine (5 g, 22.7 mmol) and K2O3 (3.5 g, 40 mmol) in acetonitrile (300 ml) was heated at reflux for 4 hours. The insolubles were filtered, and the solvent was removed on a rotary evaporator. The crude product was purified by flash chromatography over a silica gel column (100 g of SiO2 ; eluted with dichloromethane (DCM) and 1-2% CH3OH in DCM). The product thus obtaine... Solvent: C(C)O (ethanol), C(C)#N (acetonitrile), C(C)O (ethanol). The reactants are material, ClCC(=O)C1=CC=CC=2NC3=C(CCC21)C=CC=C3 (2-chloroacetyl-10,11-dihydro-5H-dibenz[b,f]azepine), FC1=CC2=C(C(=NO2)C2CCNCC2)C=C1 (4-(6-fluoro-1,2-benzisoxazol-3-yl)piperidine), K2O3, C(\C=C\C(=O)O)(=O)O (fumaric acid). The product is C(\C=C\C(=O)O)(=O)O.FC1=CC2=C(C(=NO2)C2CCN(CC2)CC(=O)N2C3=C(CCC4=C2C=CC=C4)C=CC=C3)C=C1 (N-[2-[4-(6-Fluoro-1,2-benzisoxazol-3-yl)-1-piperidinyl]acetyl]-10,11-dihydro-5H-dibenz[b,f]azepine fumarate). As a reaction SMILES: ClCC([C:5]1[C:15]2[CH2:14][CH2:13][C:12]3[CH:16]=[CH:17][CH:18]=[CH:19][C:11]=3[NH:10][C:9]=2[CH:8]=[CH:7][CH:6]=1)=O.[F:20][C:21]1[CH:35]=[CH:34][C:24]2[C:25]([CH:28]3[CH2:33][CH2:32][NH:31][CH2:30][CH2:29]3)=[N:26][O:27][C:23]=2[CH:22]=1.[C:36]([OH:43])(=[O:42])/[CH:37]=[CH:38]/[C:39]([OH:41])=[O:40]>C(#N)C.C(O)C>[C:36]([OH:43])(=[O:42])/[CH:37]=[CH:38]/[C:39]([OH:41])=[O:40].[F:20][C:21]1[CH:35]=[CH:34][C:24]2[C:25]([CH:28]3[CH2:29][CH2:30][N:31]([CH2:38][C:39]([N:10]4[C:11]5[CH:19]=[CH:18][CH:17]=[CH:16][C:12]=5[CH2:13][CH2:14][C:15]5[CH:5]=[CH:6][CH:7]=[CH:8][C:9]4=5)=[O:40])[CH2:32][CH2:33]3)=[N:26][O:27][C:23]=2[CH:22]=1 |f:5.6|. Reactants: CC(CNC(OC(C)(C)C)=O)(C)N1CCOCC1 (tert-butyl 2-methyl-2-morpholinopropylcarbamate), CI (MeI), [H-].[Na+] (NaH), oil. The solvent is CN(C)C=O (DMF), O (H2O), CN(C)C=O (DMF). Reaction conditions: time 5 day. Product: CN(C(OC(C)(C)C)=O)CC(C)(N1CCOCC1)C (tert-Butyl methyl(2-methyl-2-morpholinopropyl)carbamate). The yield is 119.5%. RXN SMILES: [H-].[Na+].[CH3:3][C:4]([N:15]1[CH2:20][CH2:19][O:18][CH2:17][CH2:16]1)([CH3:14])[CH2:5][NH:6][C:7](=[O:13])[O:8][C:9]([CH3:12])([CH3:11])[CH3:10].[CH3:21]I>CN(C=O)C.O>[CH3:21][N:6]([CH2:5][C:4]([CH3:3])([N:15]1[CH2:16][CH2:17][O:18][CH2:19][CH2:20]1)[CH3:14])[C:7](=[O:13])[O:8][C:9]([CH3:10])([CH3:11])[CH3:12] |f:0.1|. Procedure details: To a suspension of 60% NaH in mineral oil (238 mg, 5.96 mmol) in dry DMF (5 mL) was added dropwise a solution of tert-butyl 2-methyl-2-morpholinopropylcarbamate (770 mg, 2.98 mmol) in dry DMF (5 mL). After 30 min MeI (0.928 mL, 14.9 mmol) was added dropwise. The mixture was stirred at room temperature for 5 d, poured in H2O and extracted with Et2O (30 mL). The organic layer was dried (Na2SO4) and concentrated to yield the desired crude product (970 mg,) as a light yellow oil. Starting materials: CCC(=O)Cl, CC(C)(C)c1cc(N)n[nH]1, C1COCCO1. The product is CCC(=O)Nc1cc(C(C)(C)C)[nH]n1. Reaction SMILES: [C:11]([CH2:12][CH3:13])(=[O:14])[Cl:15].[NH2:1][c:2]1[n:3][nH:4][c:5]([C:7]([CH3:8])([CH3:9])[CH3:10])[cH:6]1.[O:16]1[CH2:17][CH2:18][O:19][CH2:20][CH2:21]1>>[NH:1]([c:2]1[n:3][nH:4][c:5]([C:7]([CH3:8])([CH3:9])[CH3:10])[cH:6]1)[C:11]([CH2:12][CH3:13])=[O:14].